This data is from the Open Reaction Database (ORD), a public repository of structured organic reaction records. The task is: describe an organic reaction: reactants, conditions, products, and yield Starting materials: COC1=CC(=C(N(OCC(C(CCC)CC)O)OCC(C(CCC)CC)O)C=C1)CCC (4-methoxy-N,N-di(2-hydroxy-3-ethyl-hexyloxy)-propyl aniline), N1=CC=CC=C1 (pyridine), CN(C)C1=NC=CC=C1 (dimethylaminopyridine), C1(=CC=CC=C1)P(Cl)Cl (phenylphosphonous dichloride), C(CCC)OCC1OP(OC(CN(C1)C1=CC=C(C=C1)OCCCCCCCCCCCC)COCCCC)(C1=CC=CC=C1)=O (4,8-bis-butoxymethyl-6-(4-dodecyloxy-phenyl)-2-phenyl-[1,3,6,2]dioxazaphosphocane-2-oxide). Solvent: ClCCl (dichloromethane). The product is C(C)C(COCC1OP(OC(CN(C1)C1=CC=C(C=C1)OCCCCCCCCCCCC)COCC(CCCC)CC)(C1=CC=CC=C1)=O)CCCC (4,8-bis-(2-ethyl-hexyloxymethyl)-6-(4-dodecyloxy-phenyl)-2-phenyl-[1,3,6,2]dioxazaphosphocane-2-oxide). Yield: 32.0%. As a reaction SMILES: CO[C:3]1[CH:29]=CC(N(OCC(O)C(CC)CCC)OCC(O)C(CC)CCC)=[C:5](CCC)[CH:4]=1.N1C=CC=[CH:35][CH:34]=1.CN([C:42]1[CH:47]=CC=CN=1)C.C1(P(Cl)Cl)C=CC=CC=1.[CH2:57]([O:61][CH2:62][CH:63]1[CH2:70][N:69]([C:71]2[CH:76]=[CH:75][C:74]([O:77][CH2:78][CH2:79][CH2:80][CH2:81][CH2:82][CH2:83][CH2:84][CH2:85][CH2:86][CH2:87][CH2:88][CH3:89])=[CH:73][CH:72]=2)[CH2:68][CH:67]([CH2:90][O:91][CH2:92][CH2:93][CH2:94][CH3:95])[O:66][P:65](=[O:102])([C:96]2[CH:101]=[CH:100][CH:99]=[CH:98][CH:97]=2)[O:64]1)[CH2:58][CH2:59][CH3:60]>ClCCl>[CH2:94]([CH:93]([CH2:29][CH2:3][CH2:4][CH3:5])[CH2:92][O:91][CH2:90][CH:67]1[CH2:68][N:69]([C:71]2[CH:76]=[CH:75][C:74]([O:77][CH2:78][CH2:79][CH2:80][CH2:81][CH2:82][CH2:83][CH2:84][CH2:85][CH2:86][CH2:87][CH2:88][CH3:89])=[CH:73][CH:72]=2)[CH2:70][CH:63]([CH2:62][O:61][CH2:57][CH:58]([CH2:42][CH3:47])[CH2:59][CH2:60][CH2:34][CH3:35])[O:64][P:65](=[O:102])([C:96]2[CH:97]=[CH:98][CH:99]=[CH:100][CH:101]=2)[O:66]1)[CH3:95]. Procedure: It is prepared from 4-methoxy-N,N-di(2-hydroxy-3-ethyl-hexyloxy)-propyl aniline (2 g, 4 mmol), pyridine (0.8 g, 10 mmol), dimethylaminopyridine (0.2 g) and phenylphosphonous dichloride (0.8 g, 4 mmol) in dichloromethane as described for compound 200 to obtain a pale yellow liquid 0.8 g (32%) and its isomer 0.85 g (34%, a pale yellow liquid). Starting materials: [OH-].[K+] (Potassium hydroxide), N1=C(C=CC=C1)N1C=C(C=2C1=NC=CC2)C(=O)OC (methyl 1-(pyridin-2-yl)-1H-pyrrolo[2,3-b]pyridine-3-carboxylate). Run in CO (MeOH), O (water). Run at temperature 90 celsius. Yields the product N1=C(C=CC=C1)N1C=C(C=2C1=NC=CC2)C(=O)O (1-(pyridin-2-yl)-1H-pyrrolo[2,3-b]pyridine-3-carboxylic acid). Reaction SMILES: [OH-].[K+].[N:3]1[CH:8]=[CH:7][CH:6]=[CH:5][C:4]=1[N:9]1[C:13]2=[N:14][CH:15]=[CH:16][CH:17]=[C:12]2[C:11]([C:18]([O:20]C)=[O:19])=[CH:10]1>CO.O>[N:3]1[CH:8]=[CH:7][CH:6]=[CH:5][C:4]=1[N:9]1[C:13]2=[N:14][CH:15]=[CH:16][CH:17]=[C:12]2[C:11]([C:18]([OH:20])=[O:19])=[CH:10]1 |f:0.1|. Procedure: Potassium hydroxide (11.30 mg, 0.201 mmol) was added to a solution of methyl 1-(pyridin-2-yl)-1H-pyrrolo[2,3-b]pyridine-3-carboxylate (10.2 mg, 0.040 mmol) in MeOH (67.1 μl) and water (67.1 μl) at RT. The mixture was heated at 90° C. for 2 h. The organic layer was extracted into ethyl acetate after acidifying the mixture with 0.5 N citric acid. The combined organic layers were washed with brine, dried over Na2SO4, filtered and concentrated under reduced pressure to afford the title compound as a...